Dataset: the Open Reaction Database (ORD), a public repository of structured organic reaction records. Task: describe an organic reaction: reactants, conditions, products, and yield Starting materials: COC(C(CCC(=O)N(C(CC)CC)CC=1C=C(C(=O)NC=2SC3=C(C2C(=O)NC=2C=CC(=NC2)C(C(=O)O)(C)C)CCCC3)C=CC1)(C)C)=O (2-{5-[({2-[(3-{[(5-methoxy-4,4-dimethyl-5-oxopentanoyl)(pentan-3-yl)amino]methyl}benzoyl)amino]-4,5,6,7-tetrahydro-1-benzothiophen-3-yl}carbonyl)amino]pyridin-2-yl}-2-methylpropanoic acid), CN1CCOCC1 (4-methylmorpholine), ClC(=O)OCC(C)C (isobutyl chloroformate). The solvent is C1CCOC1 (THF). Conditions: time 10 minute. Product: OCC(C)(C)C1=CC=C(C=N1)NC(=O)C1=C(SC2=C1CCCC2)NC(=O)C=2C=C(CN(C(CCC(C(=O)OC)(C)C)=O)C(CC)CC)C=CC2 (methyl 5-[{3-[(3-{[6-(1-hydroxy-2-methylpropan-2-yl)pyridin-3-yl]carbamoyl}-4,5,6,7-tetrahydro-1-benzothiophen-2-yl)carbamoyl]benzyl}(pentan-3-yl)amino]-2,2-dimethyl-5-oxopentanoate). Yield: 38.6%. Reaction SMILES: [CH3:1][O:2][C:3](=[O:51])[C:4]([CH3:50])([CH3:49])[CH2:5][CH2:6][C:7]([N:9]([CH2:15][C:16]1[CH:17]=[C:18]([CH:46]=[CH:47][CH:48]=1)[C:19]([NH:21][C:22]1[S:23][C:24]2[CH2:45][CH2:44][CH2:43][CH2:42][C:25]=2[C:26]=1[C:27]([NH:29][C:30]1[CH:31]=[CH:32][C:33]([C:36]([CH3:41])([CH3:40])[C:37](O)=[O:38])=[N:34][CH:35]=1)=[O:28])=[O:20])[CH:10]([CH2:13][CH3:14])[CH2:11][CH3:12])=[O:8].CN1CCOCC1.ClC(OCC(C)C)=O>C1COCC1>[OH:38][CH2:37][C:36]([C:33]1[N:34]=[CH:35][C:30]([NH:29][C:27]([C:26]2[C:25]3[CH2:42][CH2:43][CH2:44][CH2:45][C:24]=3[S:23][C:22]=2[NH:21][C:19]([C:18]2[CH:17]=[C:16]([CH:48]=[CH:47][CH:46]=2)[CH2:15][N:9]([CH:10]([CH2:11][CH3:12])[CH2:13][CH3:14])[C:7](=[O:8])[CH2:6][CH2:5][C:4]([CH3:50])([CH3:49])[C:3]([O:2][CH3:1])=[O:51])=[O:20])=[O:28])=[CH:31][CH:32]=1)([CH3:40])[CH3:41]. Procedure: To a mixture of 410 mg of 2-{5-[({2-[(3-{[(5-methoxy-4,4-dimethyl-5-oxopentanoyl)(pentan-3-yl)amino]methyl}benzoyl)amino]-4,5,6,7-tetrahydro-1-benzothiophen-3-yl}carbonyl)amino]pyridin-2-yl}-2-methylpropanoic acid, 75 mg of 4-methylmorpholine and 10 mL of THF was added 0.089 mL of isobutyl chloroformate under ice cooling, followed by stirring for 10 minutes at room temperature. The reaction mixture was filtered, and then the filtrate was cooled with ice. 65 mg of sodium borohydride and 1.0 mL of... Reactants: ice water, FC=C(F)F (trifluoroethylene), C1=CC(=CC=C1N)O (p-aminophenol), [OH-].[K+] (KOH). Run in CN(C)C=O (DMF). Yields the product FC(CF)(OC1=CC=C(C=C1)N)F (4-(1,1,2-Trifluoroethoxy)benzeneamine). The yield is 25.0%. As a reaction SMILES: [F:1][CH:2]=[C:3]([F:5])[F:4].[CH:6]1[C:11]([NH2:12])=[CH:10][CH:9]=[C:8]([OH:13])[CH:7]=1.[OH-].[K+]>CN(C=O)C>[F:4][C:3]([F:5])([O:13][C:8]1[CH:9]=[CH:10][C:11]([NH2:12])=[CH:6][CH:7]=1)[CH2:2][F:1] |f:2.3|. Procedure details: Gaseous trifluoroethylene was bubbled into a mixture of 7.0 g (64.1 mmol) of p-aminophenol, 0.7 g (12.8 mmol) of powdered KOH, and 70 ml dry DMF at 90° C. for 11/4 hours. The mixture was poured into ice water and extracted 2 times with ether. The combined ether layers were washed with diluted aqueous NaOH, washed with water, dried over MgSO4 and filtered. HCl was bubbled into the ether solution. The resulting gray solid was collected by filtration to give 3.6 g (25 percent of theoretical) of the... The reactants are C(C)(C)(C)OC(=O)CN1C(N(C2=C1C=C(C=C2)Cl)C(=O)OC(C)(C)C)=O (tert-butyl 3-tert-butoxycarbonylmethyl-5-chloro-2-oxo-2,3-dihydrobenzimidazole-1-carboxylate), FC(C(=O)O)(F)F (trifluoroacetic acid). As a reaction SMILES: C([O:5][C:6]([CH2:8][N:9]1[C:13]2[CH:14]=[C:15]([Cl:18])[CH:16]=[CH:17][C:12]=2[N:11](C(OC(C)(C)C)=O)[C:10]1=[O:26])=[O:7])(C)(C)C.FC(F)(F)C(O)=O>ClCCl>[Cl:18][C:15]1[CH:16]=[CH:17][C:12]2[NH:11][C:10](=[O:26])[N:9]([CH2:8][C:6]([OH:7])=[O:5])[C:13]=2[CH:14]=1. The product is ClC=1C=CC2=C(N(C(N2)=O)CC(=O)O)C1 ((6-Chloro-2-oxo-2,3-dihydrobenzimidazol-1-yl)acetic acid). The solvent is ClCCl (dichloromethane). Procedure: 1.92 g (5.02 mmol) of tert-butyl 3-tert-butoxycarbonylmethyl-5-chloro-2-oxo-2,3-dihydrobenzimidazole-1-carboxylate (VIIg) were dissolved in dichloromethane (40 ml) and, while stirring at room temperature, trifluoroacetic acid (15 ml) was added. The reaction solution was stirred for 2 h and then the solvent and excess trifluoroacetic acid were removed in vacuo. The residue was taken up again in toluene, concentrated in vacuo and then dried in vacuo. Yield: 1.50 g (100%) of white solid The reactants are [N+](=O)([O-])C=1C=C(C=CC1)O (3-Nitro-phenol), BrCC1=CC(=CC(=C1)F)F (1-bromomethyl-3,5-difluoro-benzene), BrCC1=CC(=CC=C1)F (1-bromomethyl-3-fluoro-benzene). The product is FC=1C=C(COC=2C=C(C=CC2)N)C=C(C1)F (3-(3,5-Difluoro-benzyloxy)-phenylamine). Reaction SMILES: [N+:1]([C:4]1[CH:5]=[C:6]([OH:10])[CH:7]=[CH:8][CH:9]=1)([O-])=O.Br[CH2:12][C:13]1[CH:18]=[C:17]([F:19])[CH:16]=[C:15]([F:20])[CH:14]=1.BrCC1C=CC=C(F)C=1>>[F:19][C:17]1[CH:18]=[C:13]([CH:14]=[C:15]([F:20])[CH:16]=1)[CH2:12][O:10][C:6]1[CH:5]=[C:4]([NH2:1])[CH:9]=[CH:8][CH:7]=1. Procedure: 3-Nitro-phenol was reacted with 1-bromomethyl-3,5-difluoro-benzene according to the procedure from Example 199A substituting 1-bromomethyl-3,5-difluoro-benzene for 1-bromomethyl-3-fluoro-benzene then reduced according to the procedure from Example 199B to provide the title compound. Starting materials: CCN=C=NCCCN(C)C, CCN1CCOCC1, CN1C(=O)NCC1C(=O)O, NCc1ccc(F)c(F)c1Cl, ClCCl, Cl, O, On1nnc2ccccc21. The product is CN1C(=O)NCC1C(=O)NCc1ccc(F)c(F)c1Cl. Reaction SMILES: [CH2:23]([N:24]=[C:25]=[N:26][CH2:27][CH2:28][CH2:29][N:30]([CH3:31])[CH3:32])[CH3:33].[CH2:34]([N:35]1[CH2:36][CH2:37][O:38][CH2:39][CH2:40]1)[CH3:41].[CH3:1][N:2]1[C:3](=[O:10])[NH:4][CH2:5][CH:6]1[C:7](=[O:8])[OH:9].[Cl:42][c:43]1[c:44]([CH2:51][NH2:52])[cH:45][cH:46][c:47]([F:50])[c:48]1[F:49].[Cl:53][CH2:54][Cl:55].[ClH:22].[OH2:11].[OH:12][n:13]1[c:14]2[cH:15][cH:16][cH:17][cH:18][c:19]2[n:20][n:21]1>>[CH3:1][N:2]1[C:3](=[O:10])[NH:4][CH2:5][CH:6]1[C:7](=[O:9])[NH:52][CH2:51][c:44]1[c:43]([Cl:42])[c:48]([F:49])[c:47]([F:50])[cH:46][cH:45]1.